From a dataset of the Open Reaction Database (ORD), a public repository of structured organic reaction records. describe an organic reaction: reactants, conditions, products, and yield Reactants: C(CCCCCCCCCCCCC)(=O)Cl (tetradecanoyl chloride), NC1=CC=C(C=C1)C=1C(NC(NN1)=O)C (6-(4-aminophenyl)-5-methyl-4,5-dihydro-1,2,4-triazin-3(2H)-one), CN(C1=CC=CC=C1)C (N,N-dimethylaniline). The solvent is CN(C=O)C (dimethylformamide), CN(C=O)C (dimethylformamide). Product: C(CCCCCCCCCCCCC)(=O)NC1=CC=C(C=C1)C=1C(NC(NN1)=O)C (6-(4-tetradecanoylaminophenyl)-5-methyl-4,5-dihydro-1,2,4-triazin-3(2H)-one). Yield: 80.4%. Reaction SMILES: [C:1](Cl)(=[O:15])[CH2:2][CH2:3][CH2:4][CH2:5][CH2:6][CH2:7][CH2:8][CH2:9][CH2:10][CH2:11][CH2:12][CH2:13][CH3:14].[NH2:17][C:18]1[CH:23]=[CH:22][C:21]([C:24]2[CH:25]([CH3:31])[NH:26][C:27](=[O:30])[NH:28][N:29]=2)=[CH:20][CH:19]=1.CN(C)C1C=CC=CC=1>CN(C)C=O>[C:1]([NH:17][C:18]1[CH:19]=[CH:20][C:21]([C:24]2[CH:25]([CH3:31])[NH:26][C:27](=[O:30])[NH:28][N:29]=2)=[CH:22][CH:23]=1)(=[O:15])[CH2:2][CH2:3][CH2:4][CH2:5][CH2:6][CH2:7][CH2:8][CH2:9][CH2:10][CH2:11][CH2:12][CH2:13][CH3:14]. Procedure: With ice-cooling and stirring, a solution of tetradecanoyl chloride (2.83 g) in dimethylformamide (25 ml) was added dropwise to a solution of 6-(4-aminophenyl)-5-methyl-4,5-dihydro-1,2,4-triazin-3(2H)-one (2.34 g) and N,N-dimethylaniline (1.53 g) in dimethylformamide (23 ml) over a period of 10 minutes. After completion of the addition, the mixture was stirred at room temperature for an additional 1.5 hours. The solvent was then distilled off under reduced pressure and 10% hydrochloric acid was ... Reactants: C(C)(C)(C)OC(NCC(=O)NNC(=O)C1=C(NC(C(=C1)CC)=O)C)=O ({2-[N′-(5-ethyl-2-methyl-6-oxo-1,6-dihydro-pyridine-3-carbonyl)-hydrazino]-2-oxo-ethyl}-carbamic acid tert-butyl ester), S(=O)(=O)(C1=CC=C(C)C=C1)Cl (tosyl chloride), C(C)(C)(C)N=P1(N(CCCN1C)C)N(CC)CC (2-t-butylimino-2-diethylamino-1,3-dimethyl-perhydro-1,3,2-diazaphosphorine). Run in O1CCCC1 (tetrahydrofuran). Reaction conditions: temperature 145 celsius, time 3 minute. The product is C(C)(C)(C)OC(NCC=1OC(=NN1)C=1C(=NC(=C(C1)CC)OC)C)=O ([5-(5-ethyl-6-methoxy-2-methyl-pyridin-3-yl)-[1,3,4]oxadiazol-2-ylmethyl]-carbamic acid tert-butyl ester). Yield: 182.0%. As a reaction SMILES: [C:1]([O:5][C:6](=[O:25])[NH:7][CH2:8][C:9]([NH:11][NH:12][C:13]([C:15]1[CH:20]=[C:19]([CH2:21][CH3:22])[C:18](=[O:23])[NH:17][C:16]=1[CH3:24])=[O:14])=O)([CH3:4])([CH3:3])[CH3:2].S(Cl)([C:29]1C=CC(C)=CC=1)(=O)=O.C(N=P1(N(CC)CC)N(C)CCCN1C)(C)(C)C>O1CCCC1>[C:1]([O:5][C:6](=[O:25])[NH:7][CH2:8][C:9]1[O:14][C:13]([C:15]2[C:16]([CH3:24])=[N:17][C:18]([O:23][CH3:29])=[C:19]([CH2:21][CH3:22])[CH:20]=2)=[N:12][N:11]=1)([CH3:4])([CH3:3])[CH3:2]. Procedure: Into each of three microwave vials is added {2-[N′-(5-ethyl-2-methyl-6-oxo-1,6-dihydro-pyridine-3-carbonyl)-hydrazino]-2-oxo-ethyl}-carbamic acid tert-butyl ester (190 mg, 0.519 mmol), tosyl chloride (119 mg, 0.624 mmol), and 2-t-butylimino-2-diethylamino-1,3-dimethyl-perhydro-1,3,2-diazaphosphorine on polystyrene (2.2 mmol/g, 1.18 g, 2.6 mmol) and anhydrous tetrahydrofuran (6 mL). Each vial is flushed with nitrogen, sealed and heated in the CEM Discover microwave at 145° C. holding at that temp... Reactants: C(C1=CC=2OCOC2C=C1)N (piperonylamine), O=C1C=2N=CN(C2N=CN1)CCC(=O)OCC (3-(1,6-dihydro-6-oxo-9H-purin-9-yl)propionic acid, ethyl ester), amine. The solvent is C(C)#N (acetonitrile). Reaction conditions: temperature 110 celsius, time 20 minute. The product is O=C1C=2N=CN(C2N=CN1)CCC(=O)NCC1=CC=2OCOC2C=C1 (3-(1,6-dihydro-6-oxo-9H-purin-9-yl)-N-piperonylpropanamide). Yield: 68.0%. As a reaction SMILES: [CH2:1]([NH2:11])[C:2]1[CH:10]=[CH:9][C:8]2[O:7][CH2:6][O:5][C:4]=2[CH:3]=1.[O:12]=[C:13]1[NH:21][CH:20]=[N:19][C:18]2[N:17]([CH2:22][CH2:23][C:24](OCC)=[O:25])[CH:16]=[N:15][C:14]1=2>C(#N)C>[O:12]=[C:13]1[NH:21][CH:20]=[N:19][C:18]2[N:17]([CH2:22][CH2:23][C:24]([NH:11][CH2:1][C:2]3[CH:10]=[CH:9][C:8]4[O:7][CH2:6][O:5][C:4]=4[CH:3]=3)=[O:25])[CH:16]=[N:15][C:14]1=2. Procedure: 0.500 g (3.31 mmol) of piperonylamine was placed into a 10 ml round bottom flask with a magnetic stirring bar and heated to 110° C. and 0.250 g (1.06 mmol) of 3-(1,6-dihydro-6-oxo-9H-purin-9-yl)propionic acid, ethyl ester (AIT-0027) was added to the stirring amine. The solution was heated for 40 minutes at which time the reaction mixture had solidified. 10 ml of acetonitrile was added to the residue and the solution was stirred for about 20 min. The white precipitate was collected by Buchner vac... Reported procedure: Tert-butyl[6-(2-amino-2-oxoethoxy)-4-(4-chlorophenyl)-2-isobutyl-1-oxo-1,2-dihydro-3-isoquinolinyl]methylcarbamate (0.20 g, 0.4 mmol) was dissolved in a solution of 4N hydrogen chloride in ethyl acetate (5 ml) and the mixture was stirred at room temperature for 2 h. The reaction mixture was concentrated under reduced pressure, and the precipitated crystals were recrystallized from ethyl acetate-diisopropyl ether to give 2-[[3-(aminomethyl)-4-(4-chlorophenyl)-2-isobutyl-1-oxo-1,2-dihydro-6-isoqui... Conditions: time 2 hour. Reactants: C(C)(C)(C)OC(NCC=1N(C(C2=CC=C(C=C2C1C1=CC=C(C=C1)Cl)OCC(=O)N)=O)CC(C)C)=O (Tert-butyl[6-(2-amino-2-oxoethoxy)-4-(4-chlorophenyl)-2-isobutyl-1-oxo-1,2-dihydro-3-isoquinolinyl]methylcarbamate). The yield is 177.6%. The product is Cl.NCC=1N(C(C2=CC=C(C=C2C1C1=CC=C(C=C1)Cl)OCC(=O)N)=O)CC(C)C (2-[[3-(aminomethyl)-4-(4-chlorophenyl)-2-isobutyl-1-oxo-1,2-dihydro-6-isoquinolinyl]oxy]acetamide hydrochloride). Run in Cl (hydrogen chloride), C(C)(=O)OCC (ethyl acetate). RXN SMILES: C(OC(=O)[NH:7][CH2:8][C:9]1[N:10]([CH2:32][CH:33]([CH3:35])[CH3:34])[C:11](=[O:31])[C:12]2[C:17]([C:18]=1[C:19]1[CH:24]=[CH:23][C:22]([Cl:25])=[CH:21][CH:20]=1)=[CH:16][C:15]([O:26][CH2:27][C:28]([NH2:30])=[O:29])=[CH:14][CH:13]=2)(C)(C)C>Cl.C(OCC)(=O)C>[ClH:25].[NH2:7][CH2:8][C:9]1[N:10]([CH2:32][CH:33]([CH3:35])[CH3:34])[C:11](=[O:31])[C:12]2[C:17]([C:18]=1[C:19]1[CH:20]=[CH:21][C:22]([Cl:25])=[CH:23][CH:24]=1)=[CH:16][C:15]([O:26][CH2:27][C:28]([NH2:30])=[O:29])=[CH:14][CH:13]=2 |f:3.4|. RXN SMILES: [c:1]1([CH2:7][CH2:8][CH2:9][N:10]2[CH2:11][C:12]([CH3:16])([CH3:17])[NH:13][CH2:14][CH2:15]2)[cH:2][cH:3][cH:4][cH:5][cH:6]1.[cH:26]1[cH:27][cH:28][cH:29][cH:30][cH:31]1.[o:18]1[c:19]([C:23](=[O:24])[Cl:25])[cH:20][cH:21][cH:22]1>>[ClH:25].[c:1]1([CH2:7][CH2:8][CH2:9][N:10]2[CH2:11][C:12]([CH3:16])([CH3:17])[N:13]([C:23]([c:19]3[o:18][cH:22][cH:21][cH:20]3)=[O:24])[CH2:14][CH2:15]2)[cH:2][cH:3][cH:4][cH:5][cH:6]1. Product: Cl, CC1(C)CN(CCCc2ccccc2)CCN1C(=O)c1ccco1. The reactants are CC1(C)CN(CCCc2ccccc2)CCN1, c1ccccc1, O=C(Cl)c1ccco1. Reactants: C=CCC(CC(=O)O)NC(=O)NCc1ccccc1, CCN=C=NCCCN(C)C, CCOC(C)=O, CCN(C(C)C)C(C)C, ClCCl, CCOC(CN(Cc1cccc2cn[nH]c12)C(=O)C(N)Cc1ccc(OC(C)(C)C)cc1)OCC, On1nnc2ccccc21. Product: C=CCC(CC(=O)NC(Cc1ccc(OC(C)(C)C)cc1)C(=O)N(Cc1cccc2cn[nH]c12)CC(OCC)OCC)NC(=O)NCc1ccccc1. RXN SMILES: [CH2:36]([c:37]1[cH:38][cH:39][cH:40][cH:41][cH:42]1)[NH:43][C:44]([NH:45][CH:46]([CH2:47][C:48](=[O:49])[OH:50])[CH2:51][CH:52]=[CH2:53])=[O:54].[CH3:55][CH2:56][N:57]=[C:58]=[N:59][CH2:60][CH2:61][CH2:62][N:63]([CH3:64])[CH3:65].[CH3:88][CH2:89][O:90][C:91]([CH3:92])=[O:93].[CH:76]([N:77]([CH2:78][CH3:79])[CH:80]([CH3:81])[CH3:82])([CH3:83])[CH3:84].[Cl:85][CH2:86][Cl:87].[NH2:1][CH:2]([C:3](=[O:4])[N:5]([CH2:6][c:7]1[cH:8][cH:9][cH:10][c:11]2[cH:12][n:13][nH:14][c:15]12)[CH2:16][CH:17]([O:18][CH2:19][CH3:20])[O:21][CH2:22][CH3:23])[CH2:24][c:25]1[cH:26][cH:27][c:28]([O:31][C:32]([CH3:33])([CH3:34])[CH3:35])[cH:29][cH:30]1.[OH:66][n:67]1[c:68]2[c:69]([cH:70][cH:71][cH:72][cH:73]2)[n:74][n:75]1>>[NH:1]([CH:2]([C:3](=[O:4])[N:5]([CH2:6][c:7]1[cH:8][cH:9][cH:10][c:11]2[cH:12][n:13][nH:14][c:15]12)[CH2:16][CH:17]([O:18][CH2:19][CH3:20])[O:21][CH2:22][CH3:23])[CH2:24][c:25]1[cH:26][cH:27][c:28]([O:31][C:32]([CH3:33])([CH3:34])[CH3:35])[cH:29][cH:30]1)[C:48]([CH2:47][CH:46]([NH:45][C:44]([NH:43][CH2:36][c:37]1[cH:38][cH:39][cH:40][cH:41][cH:42]1)=[O:54])[CH2:51][CH:52]=[CH2:53])=[O:49]. The product is Clc1cc(Cl)c(Cl)nc1Cl. RXN SMILES: [CH2:14]([O:15][P:16]([CH2:17][CH3:18])(=[O:19])[O:20][CH2:21][CH3:22])[CH3:23].[Cl-:12].[Cl:1][c:2]1[c:3]([Cl:11])[c:4]([Cl:10])[c:5]([Cl:9])[c:6]([Cl:8])[n:7]1.[NH4+:13].[Zn:24]>>[Cl:1][c:2]1[c:3]([Cl:11])[cH:4][c:5]([Cl:9])[c:6]([Cl:8])[n:7]1. Reactants: CCOP(=O)(CC)OCC, [Cl-], Clc1nc(Cl)c(Cl)c(Cl)c1Cl, [NH4+], [Zn]. Starting materials: SC1=NNC=N1 (3-mercapto-1,2,4-triazole), NCCCO (3-aminopropanol), Br (hydrobromic acid). The product is Br.Br.NCCCSC1=NNC=N1 (3-(3-aminopropylthio)-1,2,4-triazole dihydrobromide). As a reaction SMILES: [SH:1][C:2]1[N:6]=[CH:5][NH:4][N:3]=1.[NH2:7][CH2:8][CH2:9][CH2:10]O.[BrH:12]>>[BrH:12].[BrH:12].[NH2:7][CH2:8][CH2:9][CH2:10][S:1][C:2]1[N:6]=[CH:5][NH:4][N:3]=1 |f:3.4.5|. Procedure: A solution of 3-mercapto-1,2,4-triazole and 3-aminopropanol in hydrobromic acid is heated under reflux for 24 hours. The reaction mixture is evaporated to dryness and the residue recrystallised from ethanol/ether to give 3-(3-aminopropylthio)-1,2,4-triazole dihydrobromide. The reactants are C1CNC(CN2CCCC2)C1, Nc1ncc(-c2ccc(C(=O)O)cc2)cc1OCc1c(F)cccc1F. Yields the product Nc1ncc(-c2ccc(C(=O)N3CCCC3CN3CCCC3)cc2)cc1OCc1c(F)cccc1F. As a reaction SMILES: [N:27]1([CH2:32][CH:33]2[NH:34][CH2:35][CH2:36][CH2:37]2)[CH2:28][CH2:29][CH2:30][CH2:31]1.[NH2:1][c:2]1[c:3]([O:17][CH2:18][c:19]2[c:20]([F:26])[cH:21][cH:22][cH:23][c:24]2[F:25])[cH:4][c:5](-[c:8]2[cH:9][cH:10][c:11]([C:12](=[O:13])[OH:14])[cH:15][cH:16]2)[cH:6][n:7]1>>[NH2:1][c:2]1[c:3]([O:17][CH2:18][c:19]2[c:20]([F:26])[cH:21][cH:22][cH:23][c:24]2[F:25])[cH:4][c:5](-[c:8]2[cH:9][cH:10][c:11]([C:12](=[O:14])[N:34]3[CH:33]([CH2:32][N:27]4[CH2:28][CH2:29][CH2:30][CH2:31]4)[CH2:37][CH2:36][CH2:35]3)[cH:15][cH:16]2)[cH:6][n:7]1.